From a dataset of the Open Reaction Database (ORD), a public repository of structured organic reaction records. describe an organic reaction: reactants, conditions, products, and yield Reactants: C1(CCCCC1)N(CCNC(CN1C=NC2=C1C=CC(=C2)OC)=O)C (N-[2-(Cyclohexyl-methyl-amino)-ethyl]-2-(5-methoxy-benzoimidazol-1-yl)-acetamide), C1(CCCCC1)N(CCNC(CN1C=NC2=C1C=C(C=C2)OC)=O)C (N-[2-(Cyclohexyl-methyl-amino)-ethyl]-2-(6-methoxy-benzoimidazol-1-yl)-acetamide). Procedure: N-[2-(Cyclohexyl-methyl-amino)-ethyl]-2-(5-methoxy-benzoimidazol-1-yl)-acetamide (3x1)/N-[2-(Cyclohexyl-methyl-amino)-ethyl]-2-(6-methoxy-benzoimidazol-1-yl)-acetamide (3x2) (ratio 1:1): LC-MS (Method A, retention time=1.478 min. MS calc'd for C19H29N4O2 (MH+): 345.2. Found 345.5. As a reaction SMILES: [CH:1]1([N:7]([CH3:25])[CH2:8][CH2:9][NH:10][C:11](=[O:24])[CH2:12][N:13]2[C:17]3C=[CH:19][C:20](OC)=[CH:21][C:16]=3[N:15]=[CH:14]2)[CH2:6][CH2:5][CH2:4][CH2:3][CH2:2]1.C1([N:32](C)CCNC(=O)CN2C3C=C(OC)C=CC=3N=C2)CCCCC1>>[CH:1]1([N:7]([CH3:25])[CH2:8][CH2:9][NH:10][C:11](=[O:24])[CH2:12][N:13]2[C:17]3=[N:32][CH:19]=[CH:20][CH:21]=[C:16]3[N:15]=[CH:14]2)[CH2:6][CH2:5][CH2:4][CH2:3][CH2:2]1. The product is C1(CCCCC1)N(CCNC(CN1C=NC=2C1=NC=CC2)=O)C (N-[2-(Cyclohexyl-methyl-amino)-ethyl]-2-imidazo[4,5-b]pyridin-3-yl-acetamide). Reaction SMILES: [Br:1][c:2]1[cH:3][cH:4][c:5]2[nH:6][c:7]3[cH:8][cH:9][cH:10][cH:11][c:12]3[c:13]2[cH:14]1.[C:59](=[O:60])([O-:61])[O-:62].[K+:63].[K+:64].[O-:66][C:67]([CH3:68])=[O:69].[O-:70][C:71]([CH3:72])=[O:73].[Pd+2:65].[c:37]1([CH3:38])[cH:39][cH:40][cH:41][cH:42][c:43]1[P:44]([c:45]1[cH:46][cH:47][cH:48][cH:49][c:50]1[CH3:51])[c:52]1[cH:53][cH:54][cH:55][cH:56][c:57]1[CH3:58].[cH:15]1[cH:16][cH:17][cH:18][c:19]2[c:20]3[cH:21][cH:22][cH:23][cH:24][c:25]3[n:26](-[c:28]3[cH:29][cH:30][c:31]([B:34]([OH:35])[OH:36])[cH:32][cH:33]3)[c:27]12>>[c:2]1(-[c:31]2[cH:30][cH:29][c:28](-[n:26]3[c:25]4[c:20]([c:19]5[cH:18][cH:17][cH:16][cH:15][c:27]53)[cH:21][cH:22][cH:23][cH:24]4)[cH:33][cH:32]2)[cH:3][cH:4][c:5]2[nH:6][c:7]3[cH:8][cH:9][cH:10][cH:11][c:12]3[c:13]2[cH:14]1. The reactants are Brc1ccc2[nH]c3ccccc3c2c1, O=C([O-])[O-], [K+], [K+], CC(=O)[O-], CC(=O)[O-], [Pd+2], Cc1ccccc1P(c1ccccc1C)c1ccccc1C, OB(O)c1ccc(-n2c3ccccc3c3ccccc32)cc1. Product: c1ccc2c(c1)[nH]c1ccc(-c3ccc(-n4c5ccccc5c5ccccc54)cc3)cc12. The product is CCOc1nccc2c1C(c1ccc(C#N)cc1F)C(C(C)=O)=C(C)N2. Reaction SMILES: [B-:28]([F:29])([F:30])([F:31])[F:32].[C:1]([CH3:2])(=[O:3])[C:4]1=[C:5]([CH3:24])[NH:6][c:7]2[cH:8][cH:9][nH:10][c:11](=[O:23])[c:12]2[CH:13]1[c:14]1[c:15]([F:22])[cH:16][c:17]([C:18]#[N:19])[cH:20][cH:21]1.[CH2:33]([CH3:34])[O+:35]([CH2:36][CH3:37])[CH2:38][CH3:39].[CH3:40][OH:41].[Cl:25][CH2:26][Cl:27].[OH2:42]>>[C:1]([CH3:2])(=[O:3])[C:4]1=[C:5]([CH3:24])[NH:6][c:7]2[cH:8][cH:9][n:10][c:11]([O:23][CH2:33][CH3:34])[c:12]2[CH:13]1[c:14]1[c:15]([F:22])[cH:16][c:17]([C:18]#[N:19])[cH:20][cH:21]1. Starting materials: F[B-](F)(F)F, CC(=O)C1=C(C)Nc2cc[nH]c(=O)c2C1c1ccc(C#N)cc1F, CC[O+](CC)CC, CO, ClCCl, O. The reactants are CNC (dimethylamine), CC1=C(C=CC(=C1NS(=O)(=O)C(F)(F)F)C)S(=O)(=O)Cl (2,4-Dimethyl-3-(trifluoromethanesulfonamido)benzenesulfonyl chloride), resultant mixture. The solvent is O1CCCC1 (tetrahydrofuran). Conditions: time 8 hour. Product: CN(S(=O)(=O)C1=C(C(=C(C=C1)C)NS(=O)(=O)C(F)(F)F)C)C (N,N-dimethyl-2,4-dimethyl-3-(trifluoromethanesulfonamido)benzenesulfonamide). Isolated yield 69.7%. RXN SMILES: [CH3:1][C:2]1[C:7]([NH:8][S:9]([C:12]([F:15])([F:14])[F:13])(=[O:11])=[O:10])=[C:6]([CH3:16])[CH:5]=[CH:4][C:3]=1[S:17](Cl)(=[O:19])=[O:18].[CH3:21][NH:22][CH3:23]>O1CCCC1>[CH3:21][N:22]([CH3:23])[S:17]([C:3]1[CH:4]=[CH:5][C:6]([CH3:16])=[C:7]([NH:8][S:9]([C:12]([F:15])([F:14])[F:13])(=[O:11])=[O:10])[C:2]=1[CH3:1])(=[O:19])=[O:18]. Reported procedure: 2,4-Dimethyl-3-(trifluoromethanesulfonamido)benzenesulfonyl chloride (1.4 g) was added to tetrahydrofuran (20 ml) containing dimethylamine (0.6 g), and the resultant mixture was allowed to stand overnight at room temperature. The reaction mixture was concentrated, admixed with 5% hydrochloric acid and extracted with chloroform. The extract was washed with 5% hydrochloric acid and water in order, dried over anhydrous magnesium sulfate and concentrated to give an oily substance, which was purified... Starting materials: COC(CCCCCCCCCCCCCCCCC)=O (stearic acid methyl ester), C(O)CN (ethanolamine). The reagents and catalysts are CCCC[O-].CCCC[O-].CCCC[O-].CCCC[O-].[Ti+4] (titanium tetrabutylate). The product is C(O)CN.C(CCCCCCCCCCCCCCCCC)(=O)O (stearic acid ethanolamine). Reaction SMILES: C[O:2][C:3](=[O:21])[CH2:4][CH2:5][CH2:6][CH2:7][CH2:8][CH2:9][CH2:10][CH2:11][CH2:12][CH2:13][CH2:14][CH2:15][CH2:16][CH2:17][CH2:18][CH2:19][CH3:20].[CH2:22]([CH2:24][NH2:25])[OH:23]>CCCC[O-].CCCC[O-].CCCC[O-].CCCC[O-].[Ti+4]>[CH2:22]([CH2:24][NH2:25])[OH:23].[C:3]([OH:21])(=[O:2])[CH2:4][CH2:5][CH2:6][CH2:7][CH2:8][CH2:9][CH2:10][CH2:11][CH2:12][CH2:13][CH2:14][CH2:15][CH2:16][CH2:17][CH2:18][CH2:19][CH3:20] |f:2.3.4.5.6,7.8|. Procedure details: As in Example 1, 597 g (2 mol) of stearic acid methyl ester (94%), 245.5 g (4 mol) of ethanolamine and 4 g (0.012 mol, 0.6 mol-%) of titanium tetrabutylate were reacted under nitrogen and normal pressure at 140°-175° C. to form stearic acid ethanolamine with removal of methanol by distillation. The excess ethanolamine was then distilled off in a water jet pump vacuum (20 hPa) at 115°-200° C. The temperature was then increased in an oil pump vacuum (0.007 hPa) to 220°-300° C., 2-heptadecyl-2-oxaz... The reactants are CN(C)CC1=CC=2CN(CCC2O1)C(C1=CC=C(C=C1)C(C1=C(C=CC=C1)OC)=O)=O (N,N-Dimethyl-[5-[4-(2-methoxybenzoyl)benzoyl]-4,5,6,7-tetrahydrofuro[3,2-c]pyridin-2-ylmethyl]amine), Cl (hydrogen chloride). Run in CO (methanol), C(C)(=O)OCC (ethyl acetate). Yields the product Cl.CN(C)CC1=CC=2CN(CCC2O1)C(C1=CC=C(C=C1)C(C1=C(C=CC=C1)OC)=O)=O (N,N-dimethyl-[5-[4-(2-methoxybenzoyl)benzoyl]-4,5,6,7-tetrahydrofuro(3,2-c]pyridin-2-ylmethyl]amine hydrochloride). As a reaction SMILES: [CH3:1][N:2]([CH2:4][C:5]1[O:13][C:12]2[CH2:11][CH2:10][N:9]([C:14](=[O:31])[C:15]3[CH:20]=[CH:19][C:18]([C:21](=[O:30])[C:22]4[CH:27]=[CH:26][CH:25]=[CH:24][C:23]=4[O:28][CH3:29])=[CH:17][CH:16]=3)[CH2:8][C:7]=2[CH:6]=1)[CH3:3].[ClH:32]>CO.C(OCC)(=O)C>[ClH:32].[CH3:1][N:2]([CH2:4][C:5]1[O:13][C:12]2[CH2:11][CH2:10][N:9]([C:14](=[O:31])[C:15]3[CH:20]=[CH:19][C:18]([C:21](=[O:30])[C:22]4[CH:27]=[CH:26][CH:25]=[CH:24][C:23]=4[O:28][CH3:29])=[CH:17][CH:16]=3)[CH2:8][C:7]=2[CH:6]=1)[CH3:3] |f:4.5|. Procedure details: N,N-Dimethyl-[5-[4-(2-methoxybenzoyl)benzoyl]-4,5,6,7-tetrahydrofuro[3,2-c]pyridin-2-ylmethyl]amine 0.187 g was dissolved in 2 ml of methanol; hydrogen chloride in ethyl acetate was added in excess, followed by stirring. This mixture was then concentrated to yield the desired product. Reactants: Cc1nc2c(Cl)nccn2c1C, [Na+], [O-]Cc1ccccc1. Yields the product Cc1nc2c(OCc3ccccc3)nccn2c1C. RXN SMILES: [Cl:1][c:2]1[c:3]2[n:4]([cH:5][cH:6][n:7]1)[c:8]([CH3:12])[c:9]([CH3:11])[n:10]2.[Na+:21].[c:13]1([CH2:19][O-:20])[cH:14][cH:15][cH:16][cH:17][cH:18]1>>[c:2]1([O:20][CH2:19][c:13]2[cH:14][cH:15][cH:16][cH:17][cH:18]2)[c:3]2[n:4]([cH:5][cH:6][n:7]1)[c:8]([CH3:12])[c:9]([CH3:11])[n:10]2. Reactants: C(C1=CC=CC=C1)OC1=CC=C(OC2=C(C=C(C=C2)C2=NC3=C(N2)C=C(C=C3)Br)NC=3C2=C(N=CN3)N=C(C=C2)C(C)C)C=C1 ([2-(4-Benzyloxy-phenoxy)-5-(6-bromo-1H-benzoimidazol-2-yl)-phenyl]-(7-isopropyl-pyrido[2,3-d]pyrimidin-4-yl)-amine), CC=1C(=C(C(=C(C1)C)C)C)C (pentamethylbenzene), FC(C(=O)O)(F)F (trifluoroacetic acid). Product: BrC=1C=CC2=C(NC(=N2)C2=CC(=C(OC3=CC=C(C=C3)O)C=C2)NC=2C3=C(N=CN2)N=C(C=C3)C(C)C)C1 (4-[4-(6-Bromo-1H-benzoimidazol-2-yl)-2-(7-isopropyl-pyrido[2,3-d]pyrimidin-4-ylamino)-phenoxy]-phenol), FC(C(=O)O)(F)F (trifluoroacetic acid). The yield is 47.0%. RXN SMILES: C([O:8][C:9]1[CH:45]=[CH:44][C:12]([O:13][C:14]2[CH:19]=[CH:18][C:17]([C:20]3[NH:24][C:23]4[CH:25]=[C:26]([Br:29])[CH:27]=[CH:28][C:22]=4[N:21]=3)=[CH:16][C:15]=2[NH:30][C:31]2[C:32]3[CH:40]=[CH:39][C:38]([CH:41]([CH3:43])[CH3:42])=[N:37][C:33]=3[N:34]=[CH:35][N:36]=2)=[CH:11][CH:10]=1)C1C=CC=CC=1.CC1C(C)=C(C)C(C)=C(C)C=1.[F:57][C:58]([F:63])([F:62])[C:59]([OH:61])=[O:60]>>[Br:29][C:26]1[CH:27]=[CH:28][C:22]2[N:21]=[C:20]([C:17]3[CH:18]=[CH:19][C:14]([O:13][C:12]4[CH:11]=[CH:10][C:9]([OH:8])=[CH:45][CH:44]=4)=[C:15]([NH:30][C:31]4[C:32]5[CH:40]=[CH:39][C:38]([CH:41]([CH3:42])[CH3:43])=[N:37][C:33]=5[N:34]=[CH:35][N:36]=4)[CH:16]=3)[NH:24][C:23]=2[CH:25]=1.[F:57][C:58]([F:63])([F:62])[C:59]([OH:61])=[O:60]. Procedure: A solution of the product from Example 147D (38.8 mg, 0.059 mmol) and pentamethylbenzene (87 mg, 0.5901 mmol) in trifluoroacetic acid (5 mL) was stirred at room temperature for 2 hours. The solvent was removed by rotary evaporation under vacuum and co-evaporated with methylene chloride/hexanes (2×). The resulting solid was triturated with hexanes (3×) and purified by HPLC with TFA to provide the title compound as a trifluoroacetic acid salt (22 mg, 47%). 1H NMR (300 MHz, DMSO-D6) δ ppm: 1.36 (d,... The reactants are ClC(=O)OC (Methyl chloroformate), ClC=1C=C(C=CC1Cl)NC(=O)N1[C@H](C(N(CC1)[C@@H](CCN1C[C@H](C2(CC2)CC1)O)CO)=O)C ((S)-4-[(S)-3-((S)-4-hydroxy-6-aza-spiro[2.5]oct-6-yl)-1-hydroxymethyl-propyl]-2-methyl-3-oxo-piperazine-1-carboxylic acid (3,4-dichloro-phenyl)-amide), C(C)NCC (diethylamine). The solvent is ClCCl (dichloromethane). Reaction conditions: temperature 0 celsius. Yields the product COC(OC[C@H](CCN1C[C@H](C2(CC2)CC1)O)N1C([C@@H](N(CC1)C(NC1=CC(=C(C=C1)Cl)Cl)=O)C)=O)=O (Carbonic acid (S)-2-[(S)-4-(3,4-dichloro-phenylcarbamoyl)-3-methyl-2-oxo-piperazin-1-yl]-4-((S)-4-hydroxy-6-aza-spiro[2.5]oct-6-yl)-butyl ester methyl ester). Yield: 93.3%. RXN SMILES: Cl[C:2]([O:4][CH3:5])=[O:3].[Cl:6][C:7]1[CH:8]=[C:9]([NH:14][C:15]([N:17]2[CH2:22][CH2:21][N:20]([C@H:23]([CH2:35][OH:36])[CH2:24][CH2:25][N:26]3[CH2:33][CH2:32][C:29]4([CH2:31][CH2:30]4)[C@H:28]([OH:34])[CH2:27]3)[C:19](=[O:37])[C@@H:18]2[CH3:38])=[O:16])[CH:10]=[CH:11][C:12]=1[Cl:13].C(NCC)C>ClCCl>[CH3:5][O:4][C:2](=[O:3])[O:36][CH2:35][C@@H:23]([N:20]1[CH2:21][CH2:22][N:17]([C:15](=[O:16])[NH:14][C:9]2[CH:10]=[CH:11][C:12]([Cl:13])=[C:7]([Cl:6])[CH:8]=2)[C@@H:18]([CH3:38])[C:19]1=[O:37])[CH2:24][CH2:25][N:26]1[CH2:33][CH2:32][C:29]2([CH2:31][CH2:30]2)[C@H:28]([OH:34])[CH2:27]1. Reported procedure: Methyl chloroformate (9 mg, 0.1 mmol) was added at 0° C. to a solution of (S)-4-[(S)-3-((S)-4-hydroxy-6-aza-spiro[2.5]oct-6-yl)-1-hydroxymethyl-propyl]-2-methyl-3-oxo-piperazine-1-carboxylic acid (3,4-dichloro-phenyl)-amide (example 106; 50 mg, 0.10 mmol) in dichloromethane (1 mL). The ice bath was removed, then after 30 min the reaction mixture was cooled to 0° C., treated with diethylamine (4 mg, 50 μmol), and evaporated. Chromatography (SiO2; dichloromethane to dichloromethane/methanol/25% aq... The reactants are ClC1=NC2=CC=CC=C2C(=N1)Cl (2,4-dichloroquinazoline), N1CCOCC1 (morpholine). Solvent: O (water). Yields the product O1CCN(CC1)C1=NC2=CC=CC=C2C(=N1)N1CCOCC1 (2,4-bismorpholinoquinazoline). Reaction SMILES: Cl[C:2]1[N:11]=[C:10](Cl)[C:9]2[C:4](=[CH:5][CH:6]=[CH:7][CH:8]=2)[N:3]=1.[NH:13]1[CH2:18][CH2:17][O:16][CH2:15][CH2:14]1>O>[O:16]1[CH2:17][CH2:18][N:13]([C:2]2[N:11]=[C:10]([N:13]3[CH2:18][CH2:17][O:16][CH2:15][CH2:14]3)[C:9]3[C:4](=[CH:5][CH:6]=[CH:7][CH:8]=3)[N:3]=2)[CH2:14][CH2:15]1. Procedure: Eight grams of 2,4-dichloroquinazoline was cautiously added to 25 ml of morpholine; a vigorous reaction ensued upon mixing. After the initial reaction subsided, the mixture then was heated at 110° overnight. The reaction mixture was poured into water, and the resulting aqueous solution was extracted with several portions of ether. The combined ether extracts were washed with water, dried over anhydrous sodium sulfate, and filtered. The filtrate was evaporated to dryness and the residue was recry...